From a dataset of the Open Reaction Database (ORD), a public repository of structured organic reaction records. describe an organic reaction: reactants, conditions, products, and yield The reactants are C(=O)(O)C(CCS(=O)(=O)CC)N (1-carboxy-3-ethylsulfonyl-propylamine), C(=O)(O)C(CCCSC)N (1-carboxy-4-methylthiobutyl amine). Yields the product C(=O)(O)C(CCSCC)N (1-carboxy-3-ethylthiopropylamine). Reaction SMILES: [C:1]([CH:4]([NH2:12])[CH2:5][CH2:6][S:7]([CH2:10][CH3:11])(=O)=O)([OH:3])=[O:2].C(C(N)CCCSC)(O)=O>>[C:1]([CH:4]([NH2:12])[CH2:5][CH2:6][S:7][CH2:10][CH3:11])([OH:3])=[O:2]. Procedure details: 1-carboxy-3-ethylsulfonyl-propylamine; 1-carboxy-4-methylthiobutyl amine; The reactants are C(#N)C=1C=NC=CC1 (3-Cyanopyridine), Cl.NO (hydroxylamine hydrochloride), [Na] (sodium). The solvent is CO (MeOH). Run at time 2.5 hour. Yields the product ONC(C1=CN=CC=C1)=N (N-Hydroxy-nicotinamidine). Yield: 89.2%. Reaction SMILES: [C:1]([C:3]1[CH:4]=[N:5][CH:6]=[CH:7][CH:8]=1)#[N:2].Cl.[NH2:10][OH:11].[Na]>CO>[OH:11][NH:10][C:1](=[NH:2])[C:3]1[CH:8]=[CH:7][CH:6]=[N:5][CH:4]=1 |f:1.2,^1:11|. Procedure: 3-Cyanopyridine (4.0 g) and hydroxylamine hydrochloride (3.2 g) were added to a solution of sodium (1.8 g) in MeOH (60 ml). The mixture was stirred 2.5 h at RT and refluxed 30 min. After cooling to RT, solids were filtered off. The solution was evaporated. White crystals (4.7 g) were obtained upon flash chromatography (125 g silica gel; CH2Cl2/MeOH 9:1) followed by a precipitation from heptan and ethyl acetate. The reactants are Cl (hydrochloric acid), C1(=CC=CC=C1)CC(=O)OC (Methyl phenylacetate), ice water, [Na] (sodium), C(=N)(N)NN.Cl (aminoguanidine hydrochloride), C(O)([O-])=O.[Na+] (sodium hydrogencarbonate). Solvent: CO (methanol). The product is NC1=NNC(=N1)CC1=CC=CC=C1 (3-Amino-5-benzyl-1H-1,2,4-triazole). The yield is 61.4%. RXN SMILES: [C:1]1([CH2:7][C:8](OC)=O)[CH:6]=[CH:5][CH:4]=[CH:3][CH:2]=1.[Na].[C:13]([NH:16][NH2:17])([NH2:15])=[NH:14].Cl.Cl.C(=O)([O-])O.[Na+]>CO>[NH2:15][C:13]1[N:14]=[C:8]([CH2:7][C:1]2[CH:6]=[CH:5][CH:4]=[CH:3][CH:2]=2)[NH:17][N:16]=1 |f:2.3,5.6,^1:11|. Reported procedure: The synthesis method of Example 7-(2) was applied. Methyl phenylacetate (10.0 g), methanol (160 ml), metallic sodium (5.73 g) and aminoguanidine hydrochloride (27.5 g) were used as reagents. After the reaction, the reaction mixture was poured into ice water and adjusted to pH 8 with 2N hydrochloric acid and sodium hydrogencarbonate. Methanol was distilled away under reduced pressure and the residue was extracted with ethyl acetate. The extract was dried over anhydrous magnesium sulfate and the s...